describe an organic reaction: reactants, conditions, products, and yield From a dataset of the Open Reaction Database (ORD), a public repository of structured organic reaction records. Yields the product Cc1cc(Nc2nc(-c3ccccc3)nc3ncccc23)[nH]n1. Starting materials: C1CCOC1, Clc1nc(-c2ccccc2)nc2ncccc12, Cc1cc(N)n[nH]1. RXN SMILES: [CH2:25]1[O:26][CH2:27][CH2:28][CH2:29]1.[Cl:1][c:2]1[c:3]2[c:4]([n:5][c:6](-[c:8]3[cH:9][cH:10][cH:11][cH:12][cH:13]3)[n:7]1)[n:14][cH:15][cH:16][cH:17]2.[NH2:18][c:19]1[n:20][nH:21][c:22]([CH3:24])[cH:23]1>>[c:2]1([NH:18][c:19]2[nH:20][n:21][c:22]([CH3:24])[cH:23]2)[c:3]2[c:4]([n:5][c:6](-[c:8]3[cH:9][cH:10][cH:11][cH:12][cH:13]3)[n:7]1)[n:14][cH:15][cH:16][cH:17]2. Reaction SMILES: [Br:15][c:16]1[cH:17][n:18][cH:19][n:20][cH:21]1.[C:22](=[O:23])([O-:24])[O-:25].[CH2:28]1[O:29][CH2:30][CH2:31][O:32][CH2:33]1.[CH3:1][N:2]1[C:3](=[O:14])[NH:4][CH2:5][CH:6]1[C:7](=[O:8])[O:9][C:10]([CH3:11])([CH3:12])[CH3:13].[Cs+:26].[Cs+:27].[O:37]=[C:38]([CH:39]=[CH:40][c:41]1[cH:42][cH:43][cH:44][cH:45][cH:46]1)[CH:47]=[CH:48][c:49]1[cH:50][cH:51][cH:52][cH:53][cH:54]1.[O:55]=[C:56]([CH:57]=[CH:58][c:59]1[cH:60][cH:61][cH:62][cH:63][cH:64]1)[CH:65]=[CH:66][c:67]1[cH:68][cH:69][cH:70][cH:71][cH:72]1.[O:73]=[C:74]([CH:75]=[CH:76][c:77]1[cH:78][cH:79][cH:80][cH:81][cH:82]1)[CH:83]=[CH:84][c:85]1[cH:86][cH:87][cH:88][cH:89][cH:90]1.[OH2:34].[Pd:35].[Pd:36]>>[CH3:1][N:2]1[C:3](=[O:14])[N:4]([c:16]2[cH:17][n:18][cH:19][n:20][cH:21]2)[CH2:5][CH:6]1[C:7](=[O:8])[O:9][C:10]([CH3:11])([CH3:12])[CH3:13]. Starting materials: Brc1cncnc1, O=C([O-])[O-], C1COCCO1, CN1C(=O)NCC1C(=O)OC(C)(C)C, [Cs+], [Cs+], O=C(C=Cc1ccccc1)C=Cc1ccccc1, O=C(C=Cc1ccccc1)C=Cc1ccccc1, O=C(C=Cc1ccccc1)C=Cc1ccccc1, O, [Pd], [Pd]. Product: CN1C(=O)N(c2cncnc2)CC1C(=O)OC(C)(C)C. Reactants: CC=1N(C(=CC1)C)C1=NNC(=C1)C(C)=O (1-(3-(2,5-Dimethyl-1H-pyrrol-1-yl)-1H-pyrazol-5-yl)ethanone), BrCCBr (1,2-dibromoethane), C(=O)([O-])[O-].[K+].[K+] (K2CO3). Solvent: C(C)#N (acetonitrile). The product is BrCCN1N=C(C=C1C(C)=O)N1C(=CC=C1C)C (1-(1-(2-Bromoethyl)-3-(2,5-dimethyl-1H-pyrrol-1-yl)-1H-pyrazol-5-yl)ethanone). The yield is 90.9%. As a reaction SMILES: [CH3:1][C:2]1[N:3]([C:8]2[CH:12]=[C:11]([C:13](=[O:15])[CH3:14])[NH:10][N:9]=2)[C:4]([CH3:7])=[CH:5][CH:6]=1.[Br:16][CH2:17][CH2:18]Br.C([O-])([O-])=O.[K+].[K+]>C(#N)C>[Br:16][CH2:17][CH2:18][N:10]1[C:11]([C:13](=[O:15])[CH3:14])=[CH:12][C:8]([N:3]2[C:2]([CH3:1])=[CH:6][CH:5]=[C:4]2[CH3:7])=[N:9]1 |f:2.3.4|. Procedure details: A 250-mL round-bottomed flask equipped with a magnetic stirrer and a reflux condenser was charged with 150d (5.4 g, 1.0 eq., 26.6 mmol), 1,2-dibromoethane (20.0 g, 4.0 eq., 106.4 mmol), K2CO3 (7.34 g, 2.0 eq., 53.2 mmol), and acetonitrile (100 mL). The reaction mixture was reflux for 5 hrs. It was cooled to room temperature and filtered. The filtrate was concentrated under reduced pressure. The residue was purified by silica-gel column chromatography eluting with 6:1 petroleum ether/ethyl acetat... Reactants: [H][H] (hydrogen), C(CCCCC)OC1=C(C=CC=C1)[N+](=O)[O-] (1-(Hexyloxy)-2-nitrobenzene), [H][H] (hydrogen). The reagents and catalysts are [Ni] (Raney nickel). The solvent is CO (methanol). The product is C(CCCCC)OC1=C(C=CC=C1)N (2-(hexyloxy)benzenamine). RXN SMILES: [CH2:1]([O:7][C:8]1[CH:13]=[CH:12][CH:11]=[CH:10][C:9]=1[N+:14]([O-])=O)[CH2:2][CH2:3][CH2:4][CH2:5][CH3:6].[H][H]>CO.[Ni]>[CH2:1]([O:7][C:8]1[CH:13]=[CH:12][CH:11]=[CH:10][C:9]=1[NH2:14])[CH2:2][CH2:3][CH2:4][CH2:5][CH3:6]. Procedure: 1-(Hexyloxy)-2-nitrobenzene, 61.28 g (0.27 mol) is dissolved in 700 ml of methanol, 3 g Raney nickel is added and the mixture exposed to hydrogen gas until the required amount of hydrogen is absorbed. The methanol solution is filtered and concentrated in vacuo and the residue distilled to give 50 g of 2-(hexyloxy)benzenamine; bp 145°-148° C. at 4 mm. Reactants: O=C([O-])[O-], CC(=O)O, [K+], [K+], Nc1ccnn1C1CCCC1, CN(C)C=O, O=C(O)c1ccccc1I. The product is O=C(O)c1ccccc1Nc1ccnn1C1CCCC1. As a reaction SMILES: [C:27](=[O:28])([O-:29])[O-:30].[CH3:33][C:34](=[O:35])[OH:36].[K+:31].[K+:32].[NH2:11][c:12]1[cH:13][cH:14][n:15][n:16]1[CH:17]1[CH2:18][CH2:19][CH2:20][CH2:21]1.[O:22]=[CH:23][N:24]([CH3:25])[CH3:26].[OH:1][C:2](=[O:3])[c:4]1[cH:5][cH:6][cH:7][cH:8][c:9]1[I:10]>>[OH:1][C:2](=[O:3])[c:4]1[cH:5][cH:6][cH:7][cH:8][c:9]1[NH:11][c:12]1[cH:13][cH:14][n:15][n:16]1[CH:17]1[CH2:18][CH2:19][CH2:20][CH2:21]1.